This data is from the Open Reaction Database (ORD), a public repository of structured organic reaction records. The task is: describe an organic reaction: reactants, conditions, products, and yield Starting materials: C=C(C)Br, [Li]C(C)(C)C, CON(C)C(=O)C(Cc1ccc(CNC(=O)OC(C)(C)C)cc1)NC(=O)OCc1ccccc1, C1CCOC1. Product: C=C(C)C(=O)C(Cc1ccc(CNC(=O)OC(C)(C)C)cc1)NC(=O)OCc1ccccc1. RXN SMILES: [Br:1][C:2](=[CH2:3])[CH3:4].[C:5]([Li:6])([CH3:7])([CH3:8])[CH3:9].[CH2:10]([c:11]1[cH:12][cH:13][cH:14][cH:15][cH:16]1)[O:17][C:18](=[O:19])[NH:20][CH:21]([C:22](=[O:23])[N:24]([O:25][CH3:26])[CH3:27])[CH2:28][c:29]1[cH:30][cH:31][c:32]([CH2:35][NH:36][C:37](=[O:38])[O:39][C:40]([CH3:41])([CH3:42])[CH3:43])[cH:33][cH:34]1.[CH2:44]1[O:45][CH2:46][CH2:47][CH2:48]1>>[C:2](=[CH2:3])([CH3:4])[C:22]([CH:21]([NH:20][C:18]([O:17][CH2:10][c:11]1[cH:12][cH:13][cH:14][cH:15][cH:16]1)=[O:19])[CH2:28][c:29]1[cH:30][cH:31][c:32]([CH2:35][NH:36][C:37](=[O:38])[O:39][C:40]([CH3:41])([CH3:42])[CH3:43])[cH:33][cH:34]1)=[O:23]. The reactants are C(C)N1CCC(CC1)=O (1-ethyl-4-piperidone), [Cl-].[NH4+] (ammonium chloride), [C-]#N.[Na+] (sodium cyanide), 4-amino-4-cyano-1-ethyl piperazine, 4-hydroxy-4-cyano-1-ethyl piperazine, N (ammonia). The solvent is O (water), CO (methanol). Run at time 48 hour. Yields the product NC1(CCN(CC1)CC)C#N (4-amino-4-cyano-1-ethylpiperidine). As a reaction SMILES: [CH2:1]([N:3]1[CH2:8][CH2:7][C:6](=O)[CH2:5][CH2:4]1)[CH3:2].[Cl-].[NH4+:11].[C-:12]#[N:13].[Na+].N>CO.O>[NH2:11][C:6]1([C:12]#[N:13])[CH2:7][CH2:8][N:3]([CH2:1][CH3:2])[CH2:4][CH2:5]1 |f:1.2,3.4|. Procedure details: A mixture of 1-ethyl-4-piperidone (13.2 ml, 100 mmol), ammonium chloride (21.4 g, 400 mmol), sodium cyanide (19.6 g, 400 (mmol) and water (550 ml) was stirred at room temperature for 48 h. The pH of the reaction mixture was adjusted to 10.1 and the product was extracted with ethyl acetate. The organic extracts were washed with brine and dried over magnesium sulfate. Rotary evaporation of the solvent gave a mixture of 4-amino-4-cyano-1-ethyl piperazine and 4-hydroxy-4-cyano-1-ethyl piperazine (7.... Reactants: [AlH3], CCC(C)(C#N)c1cccc(Br)c1, C1CCOC1. The product is CCC(C)(CN)c1cccc(Br)c1. Reaction SMILES: [AlH3:14].[Br:1][c:2]1[cH:3][c:4]([C:8]([C:9]#[N:10])([CH2:11][CH3:12])[CH3:13])[cH:5][cH:6][cH:7]1.[CH2:15]1[O:16][CH2:17][CH2:18][CH2:19]1>>[Br:1][c:2]1[cH:3][c:4]([C:8]([CH2:9][NH2:10])([CH2:11][CH3:12])[CH3:13])[cH:5][cH:6][cH:7]1.